From a dataset of the Open Reaction Database (ORD), a public repository of structured organic reaction records. describe an organic reaction: reactants, conditions, products, and yield Reactants: ( I ), C(C)(C)(C)OC(=O)N(CC(=O)O)C1=CC=C(C=C1)O (N-t-butoxycarbonyl-p-hydroxyphenylglycine), NC1[C@@H]2N(C(=C(CS2)C(CC(=O)O)SC2=NN=NN2)C(=O)O)C1=O (7-amino-3-(1-carboxymethyltetrazol-5-ylthiomethyl)-3-cephem-4-carboxylic acid), C1(=CC=CC=C1)NCC(=O)O (phenylglycine), 7-aminocephem. The product is NC(C(=O)NC1[C@@H]2N(C(=C(CS2)C(CC(=O)O)SC2=NN=NN2)C(=O)O)C1=O)C1=CC=C(C=C1)O (7-(α-amino-4-hydroxyphenylacetamido)-3-(1-carboxymethyltetrazol-5-ylthiomethyl)-3-cephem-4-carboxylic acid). Isolated yield 5.0%. RXN SMILES: C1([NH:7][CH2:8][C:9](O)=[O:10])C=CC=CC=1.C(OC(N([C:24]1[CH:29]=[CH:28][C:27]([OH:30])=[CH:26][CH:25]=1)CC(O)=O)=O)(C)(C)C.[NH2:31][CH:32]1[C:53](=[O:54])[N:34]2[C:35]([C:50]([OH:52])=[O:51])=[C:36]([CH:39]([S:44][C:45]3[NH:49][N:48]=[N:47][N:46]=3)[CH2:40][C:41]([OH:43])=[O:42])[CH2:37][S:38][C@H:33]12>>[NH2:7][CH:8]([C:24]1[CH:25]=[CH:26][C:27]([OH:30])=[CH:28][CH:29]=1)[C:9]([NH:31][CH:32]1[C:53](=[O:54])[N:34]2[C:35]([C:50]([OH:52])=[O:51])=[C:36]([CH:39]([S:44][C:45]3[NH:46][N:47]=[N:48][N:49]=3)[CH2:40][C:41]([OH:43])=[O:42])[CH2:37][S:38][C@H:33]12)=[O:10]. Procedure details: Japanese Patent Application Laid-open No. 54580/1976 discloses a prior art preparation process of a compound represented by the general formula (I) by reacting its corresponding phenylglycine derivative with 7-aminocephem derivative. According to the above prior art process, N-t-butoxycarbonyl-p-hydroxyphenylglycine is reacted with 7-amino-3-(1-carboxymethyltetrazol-5-ylthiomethyl)-3-cephem-4-carboxylic acid and the protecting group is then removed from the resultant reaction product to give 7-(... Reactants: C(C1=CC=CC=C1)OCC#CC(C(Cl)(Cl)Cl)=O (5-(Benzyloxy)-1,1,1-trichloropent-3-yn-2-one), ClC=1C(=NC=CC1)NN (3-chloro-2-hydrazinopyridine). Solvent: C(C)(C)(C)OC (methyl tert-butyl ether). Reaction conditions: temperature 30 celsius, time 1 hour. The product is C(C1=CC=CC=C1)OCC1=NN(C(C1)(O)C(Cl)(Cl)Cl)C1=NC=CC=C1Cl (3-[(Benzyloxy)methyl]-1-(3-chloropyridin-2-yl)-5-(trichloromethyl)-4,5-dihydro-1H-pyrazol-5-ol). Isolated yield 94.0%. Reaction SMILES: [CH2:1]([O:8][CH2:9][C:10]#[C:11][C:12](=[O:17])[C:13]([Cl:16])([Cl:15])[Cl:14])[C:2]1[CH:7]=[CH:6][CH:5]=[CH:4][CH:3]=1.[Cl:18][C:19]1[C:20]([NH:25][NH2:26])=[N:21][CH:22]=[CH:23][CH:24]=1>C(OC)(C)(C)C>[CH2:1]([O:8][CH2:9][C:10]1[CH2:11][C:12]([C:13]([Cl:16])([Cl:15])[Cl:14])([OH:17])[N:25]([C:20]2[C:19]([Cl:18])=[CH:24][CH:23]=[CH:22][N:21]=2)[N:26]=1)[C:2]1[CH:3]=[CH:4][CH:5]=[CH:6][CH:7]=1. Procedure: 5-(Benzyloxy)-1,1,1-trichloropent-3-yn-2-one (2.9 g, 0.01 mol) and 3-chloro-2-hydrazinopyridine (1.43 g, 0.01 mol) were initially charged in 20 ml of methyl tert-butyl ether (exothermic), and the mixture was stirred at 30° C. for a further 1 h. The solvent was concentrated by rotary evaporation and the resulting mixture was analysed by means of LC/MS. Only one isomer at m/e 435 was identified. The yield was 94%, the purity 92% (area percent).